Dataset: the Open Reaction Database (ORD), a public repository of structured organic reaction records. Task: describe an organic reaction: reactants, conditions, products, and yield Reactants: CCCCCCCC/C=C\CCCCCCCCOCC(C[N+](C)(C)C)OCCCCCCCC/C=C\CCCCCCCC.[Cl-] (DOTMA), CCCCCCCC/C=C\CCCCCCCC(=O)OC[C@H](COP(=O)([O-])OCC[N+](C)(C)C)OC(=O)CCCCCCC/C=C\CCCCCCCC (DOPC). The solvent is C(Cl)(Cl)Cl (chloroform). Yields the product CCCCCCCC/C=C\CCCCCCCCOCC(C[N+](C)(C)C)OCCCCCCCC/C=C\CCCCCCCC.[Cl-].CCCCCCCC/C=C\CCCCCCCC(=O)OC[C@H](COP(=O)([O-])OCC[N+](C)(C)C)OC(=O)CCCCCCC/C=C\CCCCCCCC (DOTMA DOPC). As a reaction SMILES: [CH3:1][CH2:2][CH2:3][CH2:4][CH2:5][CH2:6][CH2:7][CH2:8]/[CH:9]=[CH:10]\[CH2:11][CH2:12][CH2:13][CH2:14][CH2:15][CH2:16][CH2:17][CH2:18][O:19][CH2:20][CH:21]([O:27][CH2:28][CH2:29][CH2:30][CH2:31][CH2:32][CH2:33][CH2:34][CH2:35]/[CH:36]=[CH:37]\[CH2:38][CH2:39][CH2:40][CH2:41][CH2:42][CH2:43][CH2:44][CH3:45])[CH2:22][N+:23]([CH3:26])([CH3:25])[CH3:24].[Cl-:46].[CH3:47][CH2:48][CH2:49][CH2:50][CH2:51][CH2:52][CH2:53][CH2:54]/[CH:55]=[CH:56]\[CH2:57][CH2:58][CH2:59][CH2:60][CH2:61][CH2:62][CH2:63][C:64]([O:66][CH2:67][C@@H:68]([O:81][C:82]([CH2:84][CH2:85][CH2:86][CH2:87][CH2:88][CH2:89][CH2:90]/[CH:91]=[CH:92]\[CH2:93][CH2:94][CH2:95][CH2:96][CH2:97][CH2:98][CH2:99][CH3:100])=[O:83])[CH2:69][O:70][P:71]([O:74][CH2:75][CH2:76][N+:77]([CH3:80])([CH3:79])[CH3:78])([O-:73])=[O:72])=[O:65]>C(Cl)(Cl)Cl>[CH3:1][CH2:2][CH2:3][CH2:4][CH2:5][CH2:6][CH2:7][CH2:8]/[CH:9]=[CH:10]\[CH2:11][CH2:12][CH2:13][CH2:14][CH2:15][CH2:16][CH2:17][CH2:18][O:19][CH2:20][CH:21]([O:27][CH2:28][CH2:29][CH2:30][CH2:31][CH2:32][CH2:33][CH2:34][CH2:35]/[CH:36]=[CH:37]\[CH2:38][CH2:39][CH2:40][CH2:41][CH2:42][CH2:43][CH2:44][CH3:45])[CH2:22][N+:23]([CH3:26])([CH3:25])[CH3:24].[Cl-:46].[CH3:47][CH2:48][CH2:49][CH2:50][CH2:51][CH2:52][CH2:53][CH2:54]/[CH:55]=[CH:56]\[CH2:57][CH2:58][CH2:59][CH2:60][CH2:61][CH2:62][CH2:63][C:64]([O:66][CH2:67][C@@H:68]([O:81][C:82]([CH2:84][CH2:85][CH2:86][CH2:87][CH2:88][CH2:89][CH2:90]/[CH:91]=[CH:92]\[CH2:93][CH2:94][CH2:95][CH2:96][CH2:97][CH2:98][CH2:99][CH3:100])=[O:83])[CH2:69][O:70][P:71]([O:74][CH2:75][CH2:76][N+:77]([CH3:80])([CH3:78])[CH3:79])([O-:73])=[O:72])=[O:65] |f:0.1,4.5.6|. Procedure: DOTMA/DOPC vesicles were prepared by dissolving 10 mg DOTMA and 10 mg DOPC in chloroform and removing the solvent by drying under a stream of nitrogen gas. This dried film was placed under vacuum overnight to remove traces of solvent. The film was then suspended in 1 ml water with vigorous shaking and sonicated in a bath type sonicator for 30 minutes until clear producing DOTMA/DOPC SUV's at a concentration of 20 mg/ml total lipid. The reactants are COc1cccc(C2CCCN2CCN2C(=O)c3ccccc3C2=O)c1, CCO, ClC(Cl)Cl, NN. Product: COc1cccc(C2CCCN2CCN)c1. Reaction SMILES: [CH3:1][O:2][c:3]1[cH:4][c:5]([CH:9]2[N:10]([CH2:14][CH2:15][N:16]3[C:17](=[O:18])[c:19]4[c:20]([cH:21][cH:22][cH:23][cH:24]4)[C:25]3=[O:26])[CH2:11][CH2:12][CH2:13]2)[cH:6][cH:7][cH:8]1.[CH3:29][CH2:30][OH:31].[CH:32]([Cl:33])([Cl:34])[Cl:35].[NH2:27][NH2:28]>>[CH3:1][O:2][c:3]1[cH:4][c:5]([CH:9]2[N:10]([CH2:14][CH2:15][NH2:16])[CH2:11][CH2:12][CH2:13]2)[cH:6][cH:7][cH:8]1. The reactants are C1(=CC=CC=C1)C#CC=1C=C(C=CC1)[C@H]1NC(O[C@@H]1C1=NN=NN1)=O ((4R,5S)-4-(3-(phenylethynyl)phenyl)-5-(1H-tetrazol-5-yl)oxazolidin-2-one), C([O-])([O-])=O.[K+].[K+] (potassium carbonate), IC (iodomethane). Solvent: O1CCCC1 (tetrahydrofuran). Reaction conditions: time 6 hour. Yields the product CN1N=C(N=N1)[C@@H]1[C@H](NC(O1)=O)C1=CC(=CC=C1)C#CC1=CC=CC=C1 ((4R,5S)-5-(2-methyl-2H-tetrazol-5-yl)-4-(3-(phenylethynyl)phenyl)oxazolidin-2-one). Yield: 11785.7%. Reaction SMILES: [C:1]1([C:7]#[C:8][C:9]2[CH:10]=[C:11]([C@@H:15]3[C@@H:19]([C:20]4[NH:24][N:23]=[N:22][N:21]=4)[O:18][C:17](=[O:25])[NH:16]3)[CH:12]=[CH:13][CH:14]=2)[CH:6]=[CH:5][CH:4]=[CH:3][CH:2]=1.[C:26](=O)([O-])[O-].[K+].[K+].IC>O1CCCC1>[CH3:26][N:22]1[N:23]=[N:24][C:20]([C@H:19]2[O:18][C:17](=[O:25])[NH:16][C@@H:15]2[C:11]2[CH:12]=[CH:13][CH:14]=[C:9]([C:8]#[C:7][C:1]3[CH:6]=[CH:5][CH:4]=[CH:3][CH:2]=3)[CH:10]=2)=[N:21]1 |f:1.2.3|. Procedure details: To a solution of (4R,5S)-4-(3-(phenylethynyl)phenyl)-5-(1H-tetrazol-5-yl)oxazolidin-2-one (18.6 mg, 0.056 mmol) in tetrahydrofuran (5 mL) was added potassium carbonate (38.8 mg, 0.281 mmol) and iodomethane (0.035 mL, 0.561 mmol) and the reaction mixture was held at 50° C. for 6 hours. The reaction mixture was concentrated and purified by Preparative HPLC Method 16 providing (4R,5S)-5-(2-methyl-2H-tetrazol-5-yl)-4-(3-(phenylethynyl)phenyl)oxazolidin-2-one (2.4 mg, 6.60 mmol, 11.76% yield). 1H NMR... The reactants are CC=1C=NC=CC1N (3-methylpyridin-4-amine), [H-].[Na+] (sodium hydride), BrC1=CC=C(S1)C(=O)O (5-bromothiophene-2-carboxylic acid), C(C(=O)Cl)(=O)Cl (oxalyl chloride). Run in CN(C)C=O (DMF), CN(C)C=O (DMF), C(Cl)Cl (DCM), CN(C)C=O (DMF). Reaction conditions: temperature 0 celsius, time 2 hour. Yields the product BrC1=CC=C(S1)C(=O)NC1=C(C=NC=C1)C (5-Bromo-N-(3-methylpyridin-4-yl)thiophene-2-carboxamide). Isolated yield 40.0%. Reaction SMILES: [Br:1][C:2]1[S:6][C:5]([C:7]([OH:9])=O)=[CH:4][CH:3]=1.C(Cl)(=O)C(Cl)=O.[CH3:16][C:17]1[CH:18]=[N:19][CH:20]=[CH:21][C:22]=1[NH2:23].[H-].[Na+]>C(Cl)Cl.CN(C=O)C>[Br:1][C:2]1[S:6][C:5]([C:7]([NH:23][C:22]2[CH:21]=[CH:20][N:19]=[CH:18][C:17]=2[CH3:16])=[O:9])=[CH:4][CH:3]=1 |f:3.4|. Procedure: To a (0° C.) cooled and stirred solution of 5-bromothiophene-2-carboxylic acid (1.91 g, 9.25 mmol) in DCM (20 mL) was added oxalyl chloride (4.05 mL, 46.2 mmol) followed by the addition of catalytic amount of DMF. Reaction was allowed to stir at 0° C. for 2 h. The resulting reaction mixture was then concentrated under vacuum, obtained residue was dissolved in DMF (2 mL) and added to a separately prepared (0° C.) cooled mixture containing 3-methylpyridin-4-amine (1.23 g, 11.37 mmol) and sodium hy... The reactants are C([O-])([O-])=O.[K+].[K+] (Potassium carbonate), C(C(C)C)OC1=CC=C(C=N1)O (6-isobutoxypyridin-3-ol), BrC=1C=C(C#N)C=CC1F (3-bromo-4-fluorobenzonitrile). Run in CS(=O)C (DMSO), O (water). Conditions: temperature 80 celsius. Yields the product BrC=1C=C(C#N)C=CC1OC=1C=NC(=CC1)OCC(C)C (3-bromo-4-[(6-isobutoxypyridin-3-yl)oxy]benzonitrile). Yield: 97.5%. As a reaction SMILES: C(=O)([O-])[O-].[K+].[K+].[CH2:7]([O:11][C:12]1[N:17]=[CH:16][C:15]([OH:18])=[CH:14][CH:13]=1)[CH:8]([CH3:10])[CH3:9].[Br:19][C:20]1[CH:21]=[C:22]([CH:25]=[CH:26][C:27]=1F)[C:23]#[N:24]>CS(C)=O.O>[Br:19][C:20]1[CH:21]=[C:22]([CH:25]=[CH:26][C:27]=1[O:18][C:15]1[CH:16]=[N:17][C:12]([O:11][CH2:7][CH:8]([CH3:10])[CH3:9])=[CH:13][CH:14]=1)[C:23]#[N:24] |f:0.1.2|. Procedure details: Potassium carbonate (0.622, 4.50 mmol) and 6-isobutoxypyridin-3-ol (Preparation 7, 0.251 g, 1.50 mmol) were added to a solution of 3-bromo-4-fluorobenzonitrile (0.300 g, 1.50 mmol) in DMSO (7 mL). The reaction was heated at 80° C. for a total of 4 hours and then allowed to cool to room temperature. The mixture was diluted with water (50 mL) and extracted with DCM (3×30 mL). The combined organics were washed with brine (2×50 mL), filtered and concentrated in vacuo to yield the title compound as a... Starting materials: BrCc1ccccc1, O=C([O-])[O-], Cl, [K+], [K+], C1CCOC1, O, N#CC1(c2ccccc2)CCNCC1. The product is N#CC1(c2ccccc2)CCN(Cc2ccccc2)CC1. RXN SMILES: [Br:16][CH2:17][c:18]1[cH:19][cH:20][cH:21][cH:22][cH:23]1.[C:24](=[O:25])([O-:26])[O-:27].[ClH:1].[K+:28].[K+:29].[O:31]1[CH2:32][CH2:33][CH2:34][CH2:35]1.[OH2:30].[c:2]1([C:8]2([C:14]#[N:15])[CH2:9][CH2:10][NH:11][CH2:12][CH2:13]2)[cH:3][cH:4][cH:5][cH:6][cH:7]1>>[c:2]1([C:8]2([C:14]#[N:15])[CH2:9][CH2:10][N:11]([CH2:17][c:18]3[cH:19][cH:20][cH:21][cH:22][cH:23]3)[CH2:12][CH2:13]2)[cH:3][cH:4][cH:5][cH:6][cH:7]1. Starting materials: CC(=C)C(C(C(F)(F)F)(F)F)(F)F (2-methyl-3,3,4,4,5,5,5-heptafluoro-pent-1-ene), S(O)(O)(=O)=O (sulfuric acid), FC(C(C(C(=O)OC)(F)F)(F)F)(F)F (methyl heptafluorobutyrate), alcohol, olefin. Reagents/catalysts: [Rh] (rhodium/carbon). Product: CC(C)(C(C(C(F)(F)F)(F)F)(F)F)O (2-methyl-3,3,4,4,5,5,5-heptafluoro-pentan-2-ol), CC(C)C(C(C(F)(F)F)(F)F)(F)F (2-methyl-3,3,4,4,5,5,5-heptafluoropentane). As a reaction SMILES: FC(F)(F)C(F)(F)C(F)(F)C(OC)=[O:6].S(=O)(=O)(O)O.[CH3:20][C:21]([C:23]([F:32])([F:31])[C:24]([F:30])([F:29])[C:25]([F:28])([F:27])[F:26])=[CH2:22]>[Rh]>[CH3:22][C:21]([OH:6])([C:23]([F:31])([F:32])[C:24]([F:29])([F:30])[C:25]([F:26])([F:27])[F:28])[CH3:20].[CH3:22][CH:21]([C:23]([F:31])([F:32])[C:24]([F:29])([F:30])[C:25]([F:26])([F:27])[F:28])[CH3:20]. Procedure details: Following the procedure of E. T. McBee et al. ibid, 2-methyl-3,3,4,4,5,5,5-heptafluoro-pentan-2-ol was prepared by adding methyl heptafluorobutyrate to 2 equivalents of methyl Grignard. The alcohol (boiling point 108° C.) was dehydrated with concentrated sulfuric acid to 2-methyl-3,3,4,4,5,5,5-heptafluoro-pent-1-ene (boiling point 55° C.). Hydrogenation of this olefin at 1500 psig using 5% rhodium/carbon gave 2-methyl-3,3,4,4,5,5,5-heptafluoropentane, boiling point 59°-61° C. 1H NMR (CDCl3)δ 1.2... Reactants: Cl.C(C1=CC=CC=C1)OC1=C(C=C2C(=NC=NC2=C1)NC=1C=C2C=C(NC2=CC1)C)OC (7-benzyloxy-6-methoxy-4-(2-methylindol-5-ylamino)quinazoline hydrochloride), C(=O)[O-].[NH4+] (ammonium formate). Product: OC1=C(C=C2C(=NC=NC2=C1)NC=1C=C2C=C(NC2=CC1)C)OC (7-hydroxy-6-methoxy-4-(2-methylindol-5-ylamino)quinazoline). The yield is 93.2%. RXN SMILES: Cl.C([O:9][C:10]1[CH:19]=[C:18]2[C:13]([C:14]([NH:20][C:21]3[CH:22]=[C:23]4[C:27](=[CH:28][CH:29]=3)[NH:26][C:25]([CH3:30])=[CH:24]4)=[N:15][CH:16]=[N:17]2)=[CH:12][C:11]=1[O:31][CH3:32])C1C=CC=CC=1.C([O-])=O.[NH4+]>>[OH:9][C:10]1[CH:19]=[C:18]2[C:13]([C:14]([NH:20][C:21]3[CH:22]=[C:23]4[C:27](=[CH:28][CH:29]=3)[NH:26][C:25]([CH3:30])=[CH:24]4)=[N:15][CH:16]=[N:17]2)=[CH:12][C:11]=1[O:31][CH3:32] |f:0.1,2.3|. Reported procedure: Using an analogous procedure to that described for the synthesis of the starting material in Example 201, 7-benzyloxy-6-methoxy-4-(2-methylindol-5-ylamino)quinazoline hydrochloride (2.87 g, 6.4 mmol) was reacted with ammonium formate (6 g, 9.6 mmol) to give 7-hydroxy-6-methoxy-4-(2-methylindol-5-ylamino)quinazoline (1.91 g, 93%). The reactants are O=C([O-])O, ClCCl, COC(=O)c1cc(CN(C(=O)OC(C)(C)C)C(=O)OC(C)(C)C)ccc1[N+](=O)[O-], [Na+], O=C(O)C(F)(F)F. The product is COC(=O)c1cc(CNC(=O)OC(C)(C)C)ccc1[N+](=O)[O-]. As a reaction SMILES: [C:37](=[O:38])([OH:39])[O-:40].[CH2:42]([Cl:43])[Cl:44].[CH3:1][O:2][C:3]([c:4]1[c:5]([N+:26](=[O:27])[O-:28])[cH:6][cH:7][c:8]([CH2:10][N:11]([C:12](=[O:13])[O:14][C:15]([CH3:16])([CH3:17])[CH3:18])[C:19]([O:20][C:21]([CH3:22])([CH3:23])[CH3:24])=[O:25])[cH:9]1)=[O:29].[Na+:41].[OH:30][C:31]([C:32]([F:33])([F:34])[F:35])=[O:36]>>[CH3:1][O:2][C:3]([c:4]1[c:5]([N+:26](=[O:27])[O-:28])[cH:6][cH:7][c:8]([CH2:10][NH:11][C:12](=[O:13])[O:14][C:15]([CH3:16])([CH3:17])[CH3:18])[cH:9]1)=[O:29].